Dataset: the Open Reaction Database (ORD), a public repository of structured organic reaction records. Task: describe an organic reaction: reactants, conditions, products, and yield Starting materials: ClC=1C=C(C=C(C1)Cl)NC(OC1=CC=CC=C1)=NC#N (N-(3,5-Dichlorophenyl)-N'-cyano-O-phenylisourea), C(C)(C)N (isopropylamine). Yields the product C(#N)NC(=NC(C)C)NC1=CC(=CC(=C1)Cl)Cl (N-Cyano-N'-(3,5-dichlorophenyl)-N"-(1-methylethyl)guanidine). Isolated yield 43.0%. As a reaction SMILES: [Cl:1][C:2]1[CH:3]=[C:4]([NH:9][C:10](=[N:18][C:19]#[N:20])OC2C=CC=CC=2)[CH:5]=[C:6]([Cl:8])[CH:7]=1.[CH:21]([NH2:24])([CH3:23])[CH3:22]>>[C:19]([NH:18][C:10]([NH:9][C:4]1[CH:5]=[C:6]([Cl:8])[CH:7]=[C:2]([Cl:1])[CH:3]=1)=[N:24][CH:21]([CH3:23])[CH3:22])#[N:20]. Reported procedure: N-(3,5-Dichlorophenyl)-N'-cyano-O-phenylisourea (0.98 mmol, 300 mg) and isopropylamine (1 ml) was stirred in a sealed flask for 19 h at 75° C. After concentration the residue was dissolved in dichloromethane, washed with 1 N aqueous HCl (2×), water, dried (Na2SO4) and concentrated. The residue was crystallized from ethyl acetate/heptane 1:3 to give the title compound (115 mg, 43%) as white crystals. Mp 156-158.5° C.; 1H-NMR (CDCl3): δ 1.21 (d, 6H), 4.03 (m,1H), 4.70 (br d,1H), 7.16 (m, 2H), 7.29... The product is C(C1=CC=CC=C1)N(CC1=CC=CC=C1)[C@@H](C)[C@@H](CCCCCCCCCCCCCCCCC)O ((2S,3R)-2-(N,N-Dibenzylamino)-3-eicosanol), oil. The yield is 53.0%. Reaction SMILES: [CH2:1]([N:8]([C@@H:16]([CH3:19])[CH:17]=[O:18])[CH2:9][C:10]1[CH:15]=[CH:14][CH:13]=[CH:12][CH:11]=1)[C:2]1[CH:7]=[CH:6][CH:5]=[CH:4][CH:3]=1.Br[CH2:21][CH2:22][CH2:23][CH2:24][CH2:25][CH2:26][CH2:27][CH2:28][CH2:29][CH2:30][CH2:31][CH2:32][CH2:33][CH2:34][CH2:35][CH2:36][CH3:37]>>[CH2:9]([N:8]([C@H:16]([C@H:17]([OH:18])[CH2:37][CH2:36][CH2:35][CH2:34][CH2:33][CH2:32][CH2:31][CH2:30][CH2:29][CH2:28][CH2:27][CH2:26][CH2:25][CH2:24][CH2:23][CH2:22][CH3:21])[CH3:19])[CH2:1][C:2]1[CH:7]=[CH:6][CH:5]=[CH:4][CH:3]=1)[C:10]1[CH:15]=[CH:14][CH:13]=[CH:12][CH:11]=1. Procedure details: According to the method of Example 26, from aldehyde 4 (410 mg, 1.62 mmol) and 1-bromoheptadecane (2.07 g, 6.47 mmol), alcohol 44 was obtained as a colorless oil (427 mg, 53% yield). Starting materials: C(C1=CC=CC=C1)N(CC1=CC=CC=C1)[C@H](C=O)C ((S)-2-(N,N-Dibenzylamino)-propionaldehyde), BrCCCCCCCCCCCCCCCCC (1-bromoheptadecane). RXN SMILES: [CH2:16]1[CH2:17][CH2:18][NH:19][CH2:20][CH2:21]1.[CH:8]1([CH:14]=[O:15])[CH2:9][CH2:10][CH2:11][CH2:12][CH2:13]1.[ClH:22].[OH2:29].[OH:1][C:2](=[O:3])[CH2:4][C:5](=[O:6])[OH:7].[cH:23]1[cH:24][cH:25][n:26][cH:27][cH:28]1>>[OH:1][C:2](=[O:3])[CH:4]=[CH:5][CH:8]1[CH2:9][CH2:10][CH2:11][CH2:12][CH2:13]1. Starting materials: C1CCNCC1, O=CC1CCCCC1, Cl, O, O=C(O)CC(=O)O, c1ccncc1. Product: O=C(O)C=CC1CCCCC1. Starting materials: C(C)SP(=S)(OCC)[O-] (Diethyldithiophosphate), 3-{1-(1,3-benzodioxl-5-yl)-2-[(4-isopropylphenyl)sulfonamido]-2-oxoethyl}-6-cyano-1-methyl-1H-indole, O1COC2=C1C=CC(=C2)C(C(=O)NS(=O)(=O)C2=CC=C(C=C2)C(C)C)C2=CN(C1=CC(=CC=C21)C#N)C (3-[1-(1,3-Benzodioxol-5-yl)-2-[(4-isopropylphenyl)sulfonamido]-2-oxoethyl]-6-cyano-1-methyl-1H-indole), C(CN)N (ethylenediamine), C(CN)N (ethylenediamine). The reagents and catalysts are O (water). Solvent: C(C)O (ethanol). Reaction conditions: time 14 hour. Yields the product O1COC2=C1C=CC(=C2)C(C(=O)NS(=O)(=O)C2=CC=C(C=C2)C(C)C)C2=CN(C1=CC(=CC=C21)C=2NCCN2)C (3-{1-(1,3-Benzodioxol-5-yl)-2-[(4-isopropylphenyl)sulfonamido]-2-oxoethyl}-6-(4,5-dihydro-1H-2-imidazolyl)-1-methyl-1H-indole). Reaction SMILES: C(SP([O-])(OCC)=S)C.[O:10]1[C:14]2[CH:15]=[CH:16][C:17]([CH:19]([C:35]3[C:43]4[C:38](=[CH:39][C:40]([C:44]#[N:45])=[CH:41][CH:42]=4)[N:37]([CH3:46])[CH:36]=3)[C:20]([NH:22][S:23]([C:26]3[CH:31]=[CH:30][C:29]([CH:32]([CH3:34])[CH3:33])=[CH:28][CH:27]=3)(=[O:25])=[O:24])=[O:21])=[CH:18][C:13]=2[O:12][CH2:11]1.[CH2:47](N)[CH2:48][NH2:49]>C(O)C.O>[O:10]1[C:14]2[CH:15]=[CH:16][C:17]([CH:19]([C:35]3[C:43]4[C:38](=[CH:39][C:40]([C:44]5[NH:49][CH2:48][CH2:47][N:45]=5)=[CH:41][CH:42]=4)[N:37]([CH3:46])[CH:36]=3)[C:20]([NH:22][S:23]([C:26]3[CH:27]=[CH:28][C:29]([CH:32]([CH3:34])[CH3:33])=[CH:30][CH:31]=3)(=[O:24])=[O:25])=[O:21])=[CH:18][C:13]=2[O:12][CH2:11]1. Procedure: Diethyldithiophosphate (1.3 ml, 7.7 mmol) was added to 3-{1-(1,3-benzodioxl-5-yl)-2-[(4-isopropylphenyl)sulfonamido]-2-oxoethyl}-6-cyano-1-methyl-1H-indole (the product of Example 51, 800 mg, 1.5 mmol) in a mixture of ethanol (10 ml) and water (5 drops). The reaction was heated at reflux with stirring for 14 h. After cooling the solvent was removed in vacuo and the residues purified by flash column chromatography (elution with 98% dichloromethane/2% methanol) to give a brown oil. This residue wa... Reactants: C1(=CC=CC=C1)P(C1=CC=CC=C1)C1=CC=CC=C1 (Triphenylphosphine), FC1=C(C=CC(=C1)F)N1C(=NC(=C1C)C#C)C (1-(2,4-Difluoro-phenyl)-4-ethynyl-2,5-dimethyl-1H-imidazole), ClC1=NC=CC(=C1)I (2-Chloro-4-iodo-pyridine). The reagents and catalysts are C1=CC=C(C=C1)P(C2=CC=CC=C2)C3=CC=CC=C3.C1=CC=C(C=C1)P(C2=CC=CC=C2)C3=CC=CC=C3.Cl[Pd]Cl (bis(triphenylphosphine)palladium(II)chloride), [Cu]I (Copper(I)iodide). Run in C1CCOC1 (THF), C(C)N(CC)CC (triethyl amine). Conditions: time 10 minute. The product is ClC1=NC=CC(=C1)C#CC=1N=C(N(C1C)C1=C(C=C(C=C1)F)F)C (2-Chloro-4-[1-(2,4-difluoro-phenyl)-2,5-dimethyl-1H-imidazol-4-ylethynyl]-pyridine), solid. The yield is 42.0%. RXN SMILES: [Cl:1][C:2]1[CH:7]=[C:6](I)[CH:5]=[CH:4][N:3]=1.C1(P(C2C=CC=CC=2)C2C=CC=CC=2)C=CC=CC=1.[F:28][C:29]1[CH:34]=[C:33]([F:35])[CH:32]=[CH:31][C:30]=1[N:36]1[C:40]([CH3:41])=[C:39]([C:42]#[CH:43])[N:38]=[C:37]1[CH3:44]>C1COCC1.C(N(CC)CC)C.C1C=CC(P(C2C=CC=CC=2)C2C=CC=CC=2)=CC=1.C1C=CC(P(C2C=CC=CC=2)C2C=CC=CC=2)=CC=1.Cl[Pd]Cl.[Cu]I>[Cl:1][C:2]1[CH:7]=[C:6]([C:43]#[C:42][C:39]2[N:38]=[C:37]([CH3:44])[N:36]([C:30]3[CH:31]=[CH:32][C:33]([F:35])=[CH:34][C:29]=3[F:28])[C:40]=2[CH3:41])[CH:5]=[CH:4][N:3]=1 |f:5.6.7|. Reported procedure: 2-Chloro-4-iodo-pyridine (0.21 g, 1 mmol) was dissolved in 10 mL of dry THF and 0.29 mL triethyl amine. This mixture was evacuated and backfilled with argon several times to remove oxygen from the solution. Triphenylphosphine (5 mg, 0.03 eq) and bis(triphenylphosphine)palladium(II)chloride (24 mg, 0.05 eq) were added, and the reaction mixture was stirred at room temperature for 10 min. 1-(2,4-Difluoro-phenyl)-4-ethynyl-2,5-dimethyl-1H-imidazole (0.16 g, 1 mmol) and Copper(I)iodide (3 mg, 0.02 eq... The reactants are ClS(=O)(=O)C=1C=C(C(=O)Cl)C=CC1 (3-(Chlorosulfonyl)benzoyl chloride), C(C)(C)OC1=CC=C(N)C=C1 (4-isopropoxyaniline). Run in C1(=CC=CC=C1)C (toluene). Conditions: time 8 hour. Product: C(C)(C)OC1=CC=C(C=C1)NC(=O)C=1C=C(C=CC1)S(=O)(=O)Cl (3-{[(4-Isopropoxyphenyl)amino]carbonyl}benzenesulfonyl chloride). Yield: 30.7%. As a reaction SMILES: [Cl:1][S:2]([C:5]1[CH:6]=[C:7]([CH:11]=[CH:12][CH:13]=1)[C:8](Cl)=[O:9])(=[O:4])=[O:3].[CH:14]([O:17][C:18]1[CH:24]=[CH:23][C:21]([NH2:22])=[CH:20][CH:19]=1)([CH3:16])[CH3:15]>C1(C)C=CC=CC=1>[CH:14]([O:17][C:18]1[CH:24]=[CH:23][C:21]([NH:22][C:8]([C:7]2[CH:6]=[C:5]([S:2]([Cl:1])(=[O:4])=[O:3])[CH:13]=[CH:12][CH:11]=2)=[O:9])=[CH:20][CH:19]=1)([CH3:16])[CH3:15]. Procedure: 3-(Chlorosulfonyl)benzoyl chloride (5.00 g) was added to a toluene (50 mL) solution of 4-isopropoxyaniline (3.17 g), and stirred overnight at room temperature. The solid in the reaction system was removed through filtration, and the filtrate was evaporated under reduced pressure. The residue was purified through silica gel column chromatography (ethyl acetate/hexane=from 0% to 100%, gradient), then the resulting compound was suspended in diisopropyl ether added thereto, and the solid was collect... Reactants: N1N=CN=C1 (1,2,4-triazole), ClC1=CC2=C(N=CN=C2NCC2=CC(=CC=C2)[N+](=O)[O-])S1 (6-chloro-4-(3-nitrobenzylamino)-thieno-[2,3-d]-pyrimidine). The product is N1(N=CN=C1)C=1N=C(C2=C(N1)SC=C2)NCC2=CC(=CC=C2)[N+](=O)[O-] (2-(1,2,4-triazol-1-yl)-4-(3-nitrobenzylamino)-thieno-[2,3-d]-pyrimidine). RXN SMILES: [NH:1]1[CH:5]=[N:4][CH:3]=[N:2]1.Cl[C:7]1[S:26][C:10]2[N:11]=[CH:12][N:13]=[C:14]([NH:15][CH2:16][C:17]3[CH:22]=[CH:21][CH:20]=[C:19]([N+:23]([O-:25])=[O:24])[CH:18]=3)[C:9]=2[CH:8]=1>>[N:1]1([C:12]2[N:13]=[C:14]([NH:15][CH2:16][C:17]3[CH:22]=[CH:21][CH:20]=[C:19]([N+:23]([O-:25])=[O:24])[CH:18]=3)[C:9]3[CH:8]=[CH:7][S:26][C:10]=3[N:11]=2)[CH:5]=[N:4][CH:3]=[N:2]1. Procedure details: Following the procedure of Example 97, the reaction of 1,2,4-triazole with 6-chloro-4-(3-nitrobenzylamino)-thieno-[2,3-d]-pyrimidine gives 2-(1,2,4-triazol-1-yl)-4-(3-nitrobenzylamino)-thieno-[2,3-d]-pyrimidine.